Task: describe an organic reaction: reactants, conditions, products, and yield. Dataset: the Open Reaction Database (ORD), a public repository of structured organic reaction records Starting materials: BrC=1N=C2N(C3=C(NC4=C2C=CC=C4)N=CC=C3)C1C1=CC=C(C=C1)C1(CCC1)NC(OC(C)(C)C)=O (tert-butyl {1-[4-(2-bromo-9H-imidazo[1,2-d]pyrido[2,3-b][1,4]benzodiazepin-3-yl)phenyl]cyclobutyl}carbamate), C(CCC)[Sn](C=1SC2=C(N1)C=CC=C2)(CCCC)CCCC (2-(tributylstannyl)-1,3-benzothiazole), [F-].[Cs+] (cesium fluoride). The reagents and catalysts are CC(C)([P](C(C)(C)C)([Pd][P](C(C)(C)C)(C(C)(C)C)C(C)(C)C)C(C)(C)C)C (bis (tri-tert-butylphosphine)palladium(0)). The solvent is O1CCOCC1 (dioxane), O (water). Reaction conditions: temperature 130 celsius. Yields the product S1C(=NC2=C1C=CC=C2)C=2N=C1N(C3=C(NC4=C1C=CC=C4)N=CC=C3)C2C2=CC=C(C=C2)C2(CCC2)NC(OC(C)(C)C)=O (tert-Butyl (1-{4-[2-(1,3-benzothiazol-2-yl)-9H-imidazo[1,2-d]pyrido[2,3-b][1,4]benzodiazepin-3-yl]phenyl}cyclobutyl)carbamate). The yield is 45.2%. Reaction SMILES: Br[C:2]1[N:3]=[C:4]2[C:10]3[CH:11]=[CH:12][CH:13]=[CH:14][C:9]=3[NH:8][C:7]3[N:15]=[CH:16][CH:17]=[CH:18][C:6]=3[N:5]2[C:19]=1[C:20]1[CH:25]=[CH:24][C:23]([C:26]2([NH:30][C:31](=[O:37])[O:32][C:33]([CH3:36])([CH3:35])[CH3:34])[CH2:29][CH2:28][CH2:27]2)=[CH:22][CH:21]=1.C([Sn](CCCC)(CCCC)[C:43]1[S:44][C:45]2[CH:51]=[CH:50][CH:49]=[CH:48][C:46]=2[N:47]=1)CCC.[F-].[Cs+]>O1CCOCC1.O.CC(C)([P](C(C)(C)C)([Pd][P](C(C)(C)C)(C(C)(C)C)C(C)(C)C)C(C)(C)C)C>[S:44]1[C:45]2[CH:51]=[CH:50][CH:49]=[CH:48][C:46]=2[N:47]=[C:43]1[C:2]1[N:3]=[C:4]2[C:10]3[CH:11]=[CH:12][CH:13]=[CH:14][C:9]=3[NH:8][C:7]3[N:15]=[CH:16][CH:17]=[CH:18][C:6]=3[N:5]2[C:19]=1[C:20]1[CH:25]=[CH:24][C:23]([C:26]2([NH:30][C:31](=[O:37])[O:32][C:33]([CH3:36])([CH3:34])[CH3:35])[CH2:29][CH2:28][CH2:27]2)=[CH:22][CH:21]=1 |f:2.3,^1:71,77|. Procedure details: A mixture of tert-butyl {1-[4-(2-bromo-9H-imidazo[1,2-d]pyrido[2,3-b][1,4]benzodiazepin-3-yl)phenyl]cyclobutyl}carbamate (50.0 mg, 0.0895 mmol), 2-(tributylstannyl)-1,3-benzothiazole (76.0 mg, 0.179 mmol), bis (tri-tert-butylphosphine)palladium(0) (9.15 mg, 0.0179 mmol) and cesium fluoride (88.4 mg, 0.582 mmol) in dioxane (1.00 mL) was heated at 130° C. under microwave irradiation for 2 hours under nitrogen. After cooling to room temperature, the mixture was diluted with water and extracted with... The reactants are CC#N, COc1ncc(-c2nc(NC(=O)C3(c4ccc5c(c4)OC(F)(F)O5)CC3)ccc2C)cn1. Product: Cc1ccc(NC(=O)C2(c3ccc4c(c3)OC(F)(F)O4)CC2)nc1-c1cnc(O)nc1. RXN SMILES: [CH3:33][C:34]#[N:35].[F:1][C:2]1([F:32])[O:3][c:4]2[c:5]([cH:7][cH:8][c:9]([C:11]3([C:14](=[O:15])[NH:16][c:17]4[n:18][c:19](-[c:24]5[cH:25][n:26][c:27]([O:30][CH3:31])[n:28][cH:29]5)[c:20]([CH3:23])[cH:21][cH:22]4)[CH2:12][CH2:13]3)[cH:10]2)[O:6]1>>[F:1][C:2]1([F:32])[O:3][c:4]2[c:5]([cH:7][cH:8][c:9]([C:11]3([C:14](=[O:15])[NH:16][c:17]4[n:18][c:19](-[c:24]5[cH:25][n:26][c:27]([OH:30])[n:28][cH:29]5)[c:20]([CH3:23])[cH:21][cH:22]4)[CH2:12][CH2:13]3)[cH:10]2)[O:6]1. Reactants: ice water, CS(=O)(=O)OCCCF (3-fluoropropyl methanesulfonate), C([O-])([O-])=O.[K+].[K+] (potassium carbonate), ClC1=C(C=C(C(=C1)F)N1N=NNC1=O)C=CC(=O)OCC (ethyl 3-[2-chloro-4-fluoro-5-(1,4-dihydro-5-oxo-5H-tetrazol-1-yl)phenyl]propenoate). Run in CN(C=O)C (N,N-dimethylformamide). Reaction conditions: time 18 hour. The product is ClC1=C(C=C(C(=C1)F)N1N=NN(C1=O)CCCF)C=CC(=O)OCC (ethyl 3-[2-chloro-4-fluoro-5-[4-(3-fluoropropyl)-1,4-dihydro-5-oxo-5H-tetrazol-1-yl]phenyl]propenoate). Isolated yield 24.6%. RXN SMILES: [Cl:1][C:2]1[CH:7]=[C:6]([F:8])[C:5]([N:9]2[C:13](=[O:14])[NH:12][N:11]=[N:10]2)=[CH:4][C:3]=1[CH:15]=[CH:16][C:17]([O:19][CH2:20][CH3:21])=[O:18].CS(O[CH2:27][CH2:28][CH2:29][F:30])(=O)=O.C(=O)([O-])[O-].[K+].[K+]>CN(C)C=O>[Cl:1][C:2]1[CH:7]=[C:6]([F:8])[C:5]([N:9]2[C:13](=[O:14])[N:12]([CH2:27][CH2:28][CH2:29][F:30])[N:11]=[N:10]2)=[CH:4][C:3]=1[CH:15]=[CH:16][C:17]([O:19][CH2:20][CH3:21])=[O:18] |f:2.3.4|. Reported procedure: To a stirred mixture of 2.62 g (0.00830 mole) of ethyl 3-[2-chloro-4-fluoro-5-(1,4-dihydro-5-oxo-5H-tetrazol-1-yl)phenyl]propenoate in 20 mL of N,N-dimethylformamide was added 1.46 g (0.00939 mole) of 3-fluoropropyl methanesulfonate and 1.30 g (0.00939 mole) of potassium carbonate. The reaction mixture was heated at 50°-60° C. and was stirred at that temperature for approximately 18 hours. The mixture was cooled and was poured into ice water. This mixture was extracted with ethyl acetate. The ex... The reactants are S(=O)(Cl)Cl (Thionyl chloride), C(=O)(O)C(C)SC(C(=O)OC)CC1=CC2=C(C=C1)OCO2 (methyl 2-(1-carboxyethyl)thio-3-(3,4-methylenedioxyphenyl)propionate), CCOCC (ether). The reagents and catalysts are N1=CC=CC=C1 (pyridine). The product is C[C@H]1C(C2=C(C[C@@H](S1)C(=O)OC)C=CC(=C2)C)=O (methyl trans-4,7-dimethyl-5-oxo-1,2,4,5 -tetrahydro-3-benzothiepine-2-carboxylate). Yield: 62.0%. RXN SMILES: S(Cl)(Cl)=O.[C:5]([CH:8]([S:10][CH:11]([CH2:16][C:17]1[CH:22]=[CH:21][C:20]2OCO[C:19]=2[CH:18]=1)[C:12]([O:14][CH3:15])=[O:13])[CH3:9])([OH:7])=O.[CH3:26]COCC>N1C=CC=CC=1>[CH3:9][C@@H:8]1[S:10][C@@H:11]([C:12]([O:14][CH3:15])=[O:13])[CH2:16][C:17]2[CH:18]=[CH:19][C:20]([CH3:26])=[CH:21][C:22]=2[C:5]1=[O:7]. Procedure details: Thionyl chloride (16.4 g) and pyridine (3 drops) were successively added dropwise to a solution of methyl 2-(1-carboxyethyl)thio-3-(3,4-methylenedioxyphenyl)propionate (26.0 g) in ether (250 ml), followed by stirring for an hour at room temperature and for an hour under reflux. The mixture was concentrated under reduced pressure. The residual oil was dissolved in dichloromethane (50 ml) and the resultant solution was added dropwise to a mixture of aluminum chloride (AlCl3)(27.0 g) and dichlorome... Reactants: CC(C)[Si](Cl)(C(C)C)C(C)C, ClCCl, Oc1ccc(-c2cc(F)cc(F)c2)c(F)c1, c1c[nH]cn1. The product is CC(C)[Si](Oc1ccc(-c2cc(F)cc(F)c2)c(F)c1)(C(C)C)C(C)C. Reaction SMILES: [Cl:22][Si:23]([CH:24]([CH3:25])[CH3:26])([CH:27]([CH3:28])[CH3:29])[CH:30]([CH3:31])[CH3:32].[Cl:33][CH2:34][Cl:35].[OH:1][c:2]1[cH:3][c:4]([F:16])[c:5](-[c:8]2[cH:9][c:10]([F:15])[cH:11][c:12]([F:14])[cH:13]2)[cH:6][cH:7]1.[nH:17]1[cH:18][cH:19][n:20][cH:21]1>>[O:1]([c:2]1[cH:3][c:4]([F:16])[c:5](-[c:8]2[cH:9][c:10]([F:15])[cH:11][c:12]([F:14])[cH:13]2)[cH:6][cH:7]1)[Si:23]([CH:24]([CH3:25])[CH3:26])([CH:27]([CH3:28])[CH3:29])[CH:30]([CH3:31])[CH3:32].